Dataset: the Open Reaction Database (ORD), a public repository of structured organic reaction records. Task: describe an organic reaction: reactants, conditions, products, and yield Starting materials: FC(C=1C=C(C(=O)NCCC=2C=CC=C3C=CC(=CC23)S(=O)(=O)CCC(=O)O)C=CC1)(F)F (3-{[8-(2-{[3-(Trifluoromethyl)benzoyl]amino}ethyl)-2-naphthyl]sulphonyl}propanoic acid), S(=O)(Cl)Cl (thionyl chloride). Reaction conditions: temperature 60 celsius, time 1 hour. The product is FC(C=1C=C(C(=O)NCCC=2C=CC=C3C=CC(=CC23)S(=O)(=O)CCC(=O)Cl)C=CC1)(F)F ([8-(2-{[3-(Trifluoromethyl)benzoyl]amino}ethyl)-2-naphthyl]sulphonylpropanoyl chloride). RXN SMILES: [F:1][C:2]([F:33])([F:32])[C:3]1[CH:4]=[C:5]([CH:29]=[CH:30][CH:31]=1)[C:6]([NH:8][CH2:9][CH2:10][C:11]1[CH:12]=[CH:13][CH:14]=[C:15]2[C:20]=1[CH:19]=[C:18]([S:21]([CH2:24][CH2:25][C:26](O)=[O:27])(=[O:23])=[O:22])[CH:17]=[CH:16]2)=[O:7].S(Cl)([Cl:36])=O>>[F:1][C:2]([F:33])([F:32])[C:3]1[CH:4]=[C:5]([CH:29]=[CH:30][CH:31]=1)[C:6]([NH:8][CH2:9][CH2:10][C:11]1[CH:12]=[CH:13][CH:14]=[C:15]2[C:20]=1[CH:19]=[C:18]([S:21]([CH2:24][CH2:25][C:26]([Cl:36])=[O:27])(=[O:23])=[O:22])[CH:17]=[CH:16]2)=[O:7]. Procedure: The product obtained in Step B (3 mmol), dissolved in thionyl chloride, is stirred at 60° C. under a current of nitrogen for one hour. The thionyl chloride is evaporated off under reduced pressure and the residue is dried with the aid of a vane pump to yield the title product. Starting materials: C([O-])([O-])=O.[K+].[K+] (potassium carbonate), ClC1=NC=C(C=C1)CCl (2-chloro-5-chloromethylpyridine), NC1=NC=CC=C1 (2-aminopyridine), FC(C(=O)O)(F)F (trifluoroacetic acid), S(=O)(Cl)Cl (thionyl chloride). Run in CN(C=O)C (dimethylformamide), C1(=CC=CC=C1)C (toluene), O (water). Reaction conditions: temperature 5 celsius, time 8 hour. Product: ClC1=CC=C(C=N1)CN1C(C=CC=C1)=NC(C(F)(F)F)=O (N-[1-((6-Chloropyridin-3-yl)methyl)pyridin-2(1H)-ylidene]-2,2,2-trifluoroacetamide). The yield is 66.7%. Reaction SMILES: [NH2:1][C:2]1[CH:7]=[CH:6][CH:5]=[CH:4][N:3]=1.[F:8][C:9]([F:14])([F:13])[C:10](O)=[O:11].S(Cl)(Cl)=O.C(=O)([O-])[O-].[K+].[K+].[Cl:25][C:26]1[CH:31]=[CH:30][C:29]([CH2:32]Cl)=[CH:28][N:27]=1>C1(C)C=CC=CC=1.O.CN(C)C=O>[Cl:25][C:26]1[N:27]=[CH:28][C:29]([CH2:32][N:3]2[CH:4]=[CH:5][CH:6]=[CH:7][C:2]2=[N:1][C:10](=[O:11])[C:9]([F:14])([F:13])[F:8])=[CH:30][CH:31]=1 |f:3.4.5|. Procedure details: In 100 ml of toluene, 10.0 g (0.106 mol) of 2-aminopyridine was dissolved. After the solution was cooled to 5° C., 11.8 ml (0.159 mol) of trifluoroacetic acid and 7.7 ml (0.106 mol) of thionyl chloride were added thereto, followed by stirring at room temperature overnight. Then, 20 ml of toluene was distilled off under reduced pressure. To the reaction liquid, 50 ml of dimethylformamide, 35.28 g (0.256 mol) of potassium carbonate powder, and 17.22 g (0.106 mol) of 2-chloro-5-chloromethylpyridine... The reactants are CN(C)Cc1ccc(CSCCN)o1, CN(C)Cc1ccc(Cc2cnc(N[N+](=O)[O-])[nH]c2=O)cn1, c1ccncc1. The product is CN(C)Cc1ccc(Cc2cnc(NCCSCc3ccc(CN(C)C)o3)[nH]c2=O)cn1. Reaction SMILES: [CH3:1][N:2]([CH3:3])[CH2:4][c:5]1[cH:6][cH:7][c:8]([CH2:10][S:11][CH2:12][CH2:13][NH2:14])[o:9]1.[N+:15]([NH:16][c:19]1[n:20][cH:21][c:22]([CH2:26][c:27]2[cH:28][n:29][c:30]([CH2:33][N:34]([CH3:35])[CH3:36])[cH:31][cH:32]2)[c:23](=[O:25])[nH:24]1)([O-:17])=[O:18].[cH:37]1[cH:38][cH:39][n:40][cH:41][cH:42]1>>[CH3:1][N:2]([CH3:3])[CH2:4][c:5]1[cH:6][cH:7][c:8]([CH2:10][S:11][CH2:12][CH2:13][NH:14][c:19]2[n:20][cH:21][c:22]([CH2:26][c:27]3[cH:28][n:29][c:30]([CH2:33][N:34]([CH3:35])[CH3:36])[cH:31][cH:32]3)[c:23](=[O:25])[nH:24]2)[o:9]1.